From a dataset of the Open Reaction Database (ORD), a public repository of structured organic reaction records. describe an organic reaction: reactants, conditions, products, and yield The reactants are N1(CCCC1)C(=O)C1NCCSC1 (3-(pyrrolidine-1-carbonyl)thiomorpholine), [H-].[Al+3].[Li+].[H-].[H-].[H-] (lithium aluminum hydride), O.O.O.O.O.O.O.O.O.O.S(=O)(=O)([O-])[O-].[Na+].[Na+] (sodium sulfate decahydrate), [H-].[Al+3].[Li+].[H-].[H-].[H-] (lithium aluminum hydride). Run in O1CCCC1 (tetrahydrofuran), O1CCCC1 (tetrahydrofuran). The product is N1(CCCC1)CC1NCCSC1 (3-(pyrrolidin-1-ylmethyl)thiomorpholine). The yield is 92.1%. Reaction SMILES: [N:1]1([C:6]([CH:8]2[CH2:13][S:12][CH2:11][CH2:10][NH:9]2)=O)[CH2:5][CH2:4][CH2:3][CH2:2]1.[H-].[Al+3].[Li+].[H-].[H-].[H-].O.O.O.O.O.O.O.O.O.O.S([O-])([O-])(=O)=O.[Na+].[Na+]>O1CCCC1>[N:1]1([CH2:6][CH:8]2[CH2:13][S:12][CH2:11][CH2:10][NH:9]2)[CH2:2][CH2:3][CH2:4][CH2:5]1 |f:1.2.3.4.5.6,7.8.9.10.11.12.13.14.15.16.17.18.19|. Procedure details: A solution of 1.6 g of 3-(pyrrolidine-1-carbonyl)thiomorpholine in 200 ml of tetrahydrofuran was added dropwise to a mixture of 1.0 g of lithium aluminum hydride and 100 ml of tetrahydrofuran under ice-cooling and a stream of nitrogen. Excess lithium aluminum hydride was decomposed using 15 g of sodium sulfate decahydrate. Celite filtration using methylene chloride was carried out. The solvent was concentrated under reduced pressure to yield 1.37 g (93%) of 3-(pyrrolidin-1-ylmethyl)thiomorpholin... Reactants: CC(=O)O, CCOC(C)=O, Cc1cc([N+](=O)[O-])cc(Cl)c1Oc1ccc(O)c(COc2ccc(F)cc2)c1, [Zn]. Product: Cc1cc(N)cc(Cl)c1Oc1ccc(O)c(COc2ccc(F)cc2)c1. RXN SMILES: [CH3:29][C:30](=[O:31])[OH:32].[CH3:33][CH2:34][O:35][C:36](=[O:37])[CH3:38].[Cl:1][c:2]1[c:3]([O:4][c:5]2[cH:6][c:7]([CH2:12][O:13][c:14]3[cH:15][cH:16][c:17]([F:20])[cH:18][cH:19]3)[c:8]([OH:11])[cH:9][cH:10]2)[c:21]([CH3:28])[cH:22][c:23]([N+:25]([O-:26])=[O:27])[cH:24]1.[Zn:39]>>[Cl:1][c:2]1[c:3]([O:4][c:5]2[cH:6][c:7]([CH2:12][O:13][c:14]3[cH:15][cH:16][c:17]([F:20])[cH:18][cH:19]3)[c:8]([OH:11])[cH:9][cH:10]2)[c:21]([CH3:28])[cH:22][c:23]([NH2:25])[cH:24]1.